This data is from the Open Reaction Database (ORD), a public repository of structured organic reaction records. The task is: describe an organic reaction: reactants, conditions, products, and yield Reactants: ClC=1C=CC(=NC1)N (5-chloro-2-aminopyridine), ClC1=C(C(=O)N=C=O)C(=CC=C1)F (2-chloro-6-fluorobenzoyl isocyanate). Solvent: C(C)#N (acetonitrile). Yields the product ClC1=C(C(=O)NC(=O)NC2=NC=C(C=C2)Cl)C(=CC=C1)F (1-(2-CHLORO-6-FLUOROBENZOYL)-3-(5-CHLORO-2-PYRIDINYL)UREA). RXN SMILES: [Cl:1][C:2]1[CH:3]=[CH:4][C:5]([NH2:8])=[N:6][CH:7]=1.[Cl:9][C:10]1[CH:20]=[CH:19][CH:18]=[C:17]([F:21])[C:11]=1[C:12]([N:14]=[C:15]=[O:16])=[O:13]>C(#N)C>[Cl:9][C:10]1[CH:20]=[CH:19][CH:18]=[C:17]([F:21])[C:11]=1[C:12]([NH:14][C:15]([NH:8][C:5]1[CH:4]=[CH:3][C:2]([Cl:1])=[CH:7][N:6]=1)=[O:16])=[O:13]. Procedure: An 0.4 g. portion of 5-chloro-2-aminopyridine was dissolved in 20 ml. of acetonitrile and reacted with 0.7 g. of 2-chloro-6-fluorobenzoyl isocyanate as described in Example 1. The yield was 0.65 g. of the product named above, m.p. 210°-215° C. Elemental analysis gave the following results: Starting materials: CN(CCOC1=C(C=C(C=C1)B1OC(C(O1)(C)C)(C)C)NS(=O)(=O)C)C (N-(2-(2-(dimethylamino)ethoxy)-5-(4,4,5,5-tetramethyl-1,3,2-dioxaborolan-2-yl)phenyl)methane sulfonamide), step-ii, CN(CCOC1=C(C=C(C=C1)B1OC(C(O1)(C)C)(C)C)NS(=O)(=O)C)C (N-(2-(2-(dimethylamino)ethoxy)-5-(4,4,5,5-tetramethyl-1,3,2-dioxaborolan-2-yl)phenyl)methane sulfonamide), BrC=1C=C2C(=NC1)N(C=C2C=2C(=NN(C2C)CC2=CC(=CC=C2)F)C)S(=O)(=O)C2=CC=C(C)C=C2 (5-bromo-3-(1-(3-fluorobenzyl)-3,5-dimethyl-1H-pyrazol-4-yl)-1-tosyl-1H-pyrrolo[2,3-b]pyridine), compound, C([O-])([O-])=O.[Na+].[Na+] (sodium carbonate). Run in C1(=CC=CC=C1)C.C(C)O.O (Toluene ethanol water). Product: FC=1C=C(CN2N=C(C(=C2C)C2=CN(C3=NC=C(C=C32)C3=CC=C(OCCN(C)C)C=C3)S(=O)(=O)C3=CC=C(C)C=C3)C)C=CC1 (2-(4-(3-(1-(3-fluorobenzyl)-3,5-dimethyl-1H-pyrazol-4-yl)-1-tosyl-1H-pyrrolo[2,3-b]pyridin-5-yl)phenoxy)-N,N-dimethylethanamine). Yield: 45.3%. Reaction SMILES: Br[C:2]1[CH:3]=[C:4]2[C:10]([C:11]3[C:12]([CH3:25])=[N:13][N:14]([CH2:17][C:18]4[CH:23]=[CH:22][CH:21]=[C:20]([F:24])[CH:19]=4)[C:15]=3[CH3:16])=[CH:9][N:8]([S:26]([C:29]3[CH:35]=[CH:34][C:32]([CH3:33])=[CH:31][CH:30]=3)(=[O:28])=[O:27])[C:5]2=[N:6][CH:7]=1.[CH3:36][N:37]([CH3:61])[CH2:38][CH2:39][O:40][C:41]1[CH:46]=[CH:45][C:44](B2OC(C)(C)C(C)(C)O2)=[CH:43][C:42]=1NS(C)(=O)=O.C(=O)([O-])[O-].[Na+].[Na+]>C1(C)C=CC=CC=1.C(O)C.O>[F:24][C:20]1[CH:19]=[C:18]([CH:23]=[CH:22][CH:21]=1)[CH2:17][N:14]1[C:15]([CH3:16])=[C:11]([C:10]2[C:4]3[C:5](=[N:6][CH:7]=[C:2]([C:44]4[CH:45]=[CH:46][C:41]([O:40][CH2:39][CH2:38][N:37]([CH3:61])[CH3:36])=[CH:42][CH:43]=4)[CH:3]=3)[N:8]([S:26]([C:29]3[CH:30]=[CH:31][C:32]([CH3:33])=[CH:34][CH:35]=3)(=[O:28])=[O:27])[CH:9]=2)[C:12]([CH3:25])=[N:13]1 |f:2.3.4,5.6.7|. Procedure: Using similar reaction conditions as described in step-ii of example-1, 5-bromo-3-(1-(3-fluorobenzyl)-3,5-dimethyl-1H-pyrazol-4-yl)-1-tosyl-1H-pyrrolo[2,3-b]pyridine (compound of step 1 of Example 14) (100 mg, 0.18 mmol) was coupled with N-(2-(2-(dimethylamino)ethoxy)-5-(4,4,5,5-tetramethyl-1,3,2-dioxaborolan-2-yl)phenyl)methane sulfonamide (Intermediate 27) (229 mg, 0.596 mmol) in sodium carbonate (57 mg, 0.54 mmol) Pd(PPh3)2Cl2 (6 mg, 0.009 mmol), Toluene/ethanol/water (5/2.5/1 ml) to afford 5... Reactants: [Ag+], CC(=O)[O-], C#CCOc1ccccc1OC(F)(F)F, CC(C)=O, O=C1CCC(=O)N1Cl. Yields the product FC(F)(F)Oc1ccccc1OCC#CCl. RXN SMILES: [Ag+:32].[C:28]([O-:29])(=[O:30])[CH3:31].[CH2:1]([C:2]#[CH:3])[O:4][c:5]1[c:6]([O:11][C:12]([F:13])([F:14])[F:15])[cH:7][cH:8][cH:9][cH:10]1.[CH3:24][C:25](=[O:26])[CH3:27].[Cl:16][N:17]1[C:18](=[O:19])[CH2:20][CH2:21][C:22]1=[O:23]>>[CH2:1]([C:2]#[C:3][Cl:16])[O:4][c:5]1[c:6]([O:11][C:12]([F:13])([F:14])[F:15])[cH:7][cH:8][cH:9][cH:10]1. Starting materials: Cl (hydrochloric acid), COC1=C(C=CC=C1[N+](=O)[O-])B1OC(C(O1)(C)C)(C)C (2-(2-methoxy-3-nitro-phenyl)-4,4,5,5-tetramethyl-[1,3,2]dioxaborolane), BrC=1C=C(SC1)C(=O)O (4-bromo-thiophene-2-carboxylic acid), tetrakis (triphenylphosphine)palladium, C([O-])([O-])=O.[Na+].[Na+] (sodium carbonate). Solvent: O1CCOCC1 (1,4-dioxane), O (water). Yields the product [N+](=O)([O-])C=1C(=C(C=CC1)C=1C=C(SC1)C(=O)O)OC (4-(3-nitro-2-methoxy-phenyl)-thiophene-2-carboxylic acid). Isolated yield 133.4%. Reaction SMILES: [CH3:1][O:2][C:3]1[C:8]([N+:9]([O-:11])=[O:10])=[CH:7][CH:6]=[CH:5][C:4]=1B1OC(C)(C)C(C)(C)O1.Br[C:22]1[CH:23]=[C:24]([C:27]([OH:29])=[O:28])[S:25][CH:26]=1.C(=O)([O-])[O-].[Na+].[Na+].Cl>O1CCOCC1.O>[N+:9]([C:8]1[C:3]([O:2][CH3:1])=[C:4]([C:22]2[CH:23]=[C:24]([C:27]([OH:29])=[O:28])[S:25][CH:26]=2)[CH:5]=[CH:6][CH:7]=1)([O-:11])=[O:10] |f:2.3.4|. Procedure: 2-(2-Methoxy-3-nitro-phenyl)-4,4,5,5-tetramethyl-1,3,2-dioxaborolane 4d (0.81 g, 2.9 mmol), 4-bromo-thiophene-2-carboxylic acid (0.3 g, 1.45 mmol), tetrakis (triphenylphosphine)palladium (80 mg, 0.073 mmol) and sodium carbonate (0.31 g, 2.9 mmol) were dissolved in a solvent mixture of 20 mL of 1,4-dioxane and 10 mL of water. The reaction was heated to reflux for 0.5 hours. The mixture was adjusted to pH 3 with 1 N hydrochloric acid and extracted with ethyl acetate (20 mL×3). The combined organic... Reactants: Oc1cc(F)c(F)cc1Br, CS(C)=O, FC(F)(F)CI, O. Yields the product Fc1cc(Br)c(OC(F)(F)F)cc1F. As a reaction SMILES: [Br:1][c:2]1[c:3]([OH:10])[cH:4][c:5]([F:9])[c:6]([F:8])[cH:7]1.[CH3:18][S:19]([CH3:20])=[O:21].[F:11][C:12]([CH2:13][I:14])([F:15])[F:16].[OH2:17]>>[Br:1][c:2]1[c:3]([O:10][C:12]([F:11])([F:15])[F:16])[cH:4][c:5]([F:9])[c:6]([F:8])[cH:7]1. The reactants are CS(=O)(=O)Cl (Methanesulphonyl chloride), CN1C(=NC=C1C1=NC(=NC=C1)NC1=CC=C(C=C1)N)C (4-(1,2-dimethylimidazol-5-yl)-2-(4-aminoanilino)pyrimidine), N1=CC=CC=C1 (pyridine). Solvent: C(Cl)Cl (DCM). Reaction conditions: temperature 4 celsius. Yields the product CN1C(=NC=C1C1=NC(=NC=C1)NC1=CC=C(C=C1)NS(=O)(=O)C)C (4-(1,2-Dimethylimidazol-5-yl)-2-(4-mesylaminoanilino)pyrimidine). Yield: 65.4%. Reaction SMILES: [CH3:1][S:2](Cl)(=[O:4])=[O:3].[CH3:6][N:7]1[C:11]([C:12]2[CH:17]=[CH:16][N:15]=[C:14]([NH:18][C:19]3[CH:24]=[CH:23][C:22]([NH2:25])=[CH:21][CH:20]=3)[N:13]=2)=[CH:10][N:9]=[C:8]1[CH3:26].N1C=CC=CC=1>C(Cl)Cl>[CH3:6][N:7]1[C:11]([C:12]2[CH:17]=[CH:16][N:15]=[C:14]([NH:18][C:19]3[CH:24]=[CH:23][C:22]([NH:25][S:2]([CH3:1])(=[O:4])=[O:3])=[CH:21][CH:20]=3)[N:13]=2)=[CH:10][N:9]=[C:8]1[CH3:26]. Reported procedure: Methanesulphonyl chloride (0.055 ml, 0.711 mmole) was added to a solution of 4-(1,2-dimethylimidazol-5-yl)-2-(4-aminoanilino)pyrimidine (Example 165; 0.18 g, 0.64 mmole) and pyridine (0.052 ml, 0.64 mmole) in DCM (2.0 mL) cooled at 4° C. The mixture was allowed to warm to ambient temperature. The mixture was partitioned between saturated aqueous sodium hydrogen carbonate solution and EtOAc. The organic layer was separated, the volatiles evaporated and the residue purified by column chromatograph... Starting materials: FC(C1=CC=C(N=N1)N)(F)F (6-Trifluoromethyl-pyridazin-3-ylamine), O (Water), O (water), C([O-])([O-])=O.[K+].[K+] (potassium carbonate), BrCC(=O)Br (2-Bromoacetyl bromide). The solvent is ClCCl (dichloromethane). Reaction conditions: time 1.5 hour. Yields the product BrCC(=O)NC=1N=NC(=CC1)C(F)(F)F (2-Bromo-N-(6-trifluoromethyl-pyridazin-3-yl)-acetamide). As a reaction SMILES: [F:1][C:2]([F:11])([F:10])[C:3]1[N:8]=[N:7][C:6]([NH2:9])=[CH:5][CH:4]=1.C(=O)([O-])[O-].[K+].[K+].[Br:18][CH2:19][C:20](Br)=[O:21].O>ClCCl>[Br:18][CH2:19][C:20]([NH:9][C:6]1[N:7]=[N:8][C:3]([C:2]([F:1])([F:10])[F:11])=[CH:4][CH:5]=1)=[O:21] |f:1.2.3|. Procedure: 6-Trifluoromethyl-pyridazin-3-ylamine (0.042 g) (prepared by a procedure similar to that described in WO2007048779) was dissolved in dichloromethane (40 mL) and stirred with potassium carbonate (0.214 g). 2-Bromoacetyl bromide (0.12 mL) was added and stirring continued for 1.5 hours. Water (0.24 mL) was added and the reaction mixture was stirred for 1.5 hours after which water (40 mL) was added and the reaction mixture stirred for a further 1.5 hours. The dichloromethane was separated, dried (Mg... The reactants are NC1=CC(=C(C=C1)CCCC#N)F (4-(4-Amino-2-fluorophenyl)butanenitrile), C1(CCC1)=O (cyclobutanone), C[Si](C)(C)C#N (trimethylsilyl cyanide), C(C)(=O)OCC (ethyl acetate). Run at temperature 80 celsius, time 15 hour. The product is C(#N)CCCC1=C(C=C(CC2(CCC2)C#N)C=C1)F (1-(4-(3-Cyanopropyl)-3-fluorobenzyl)cyclobutanecarbonitrile). The yield is 92.0%. RXN SMILES: N[C:2]1[CH:7]=[CH:6][C:5]([CH2:8][CH2:9][CH2:10][C:11]#[N:12])=[C:4]([F:13])[CH:3]=1.[C:14]1(=O)[CH2:17][CH2:16][CH2:15]1.C[Si]([C:23]#[N:24])(C)C.[C:25](OCC)(=O)C>>[C:11]([CH2:10][CH2:9][CH2:8][C:5]1[CH:6]=[CH:7][C:2]([CH2:25][C:14]2([C:23]#[N:24])[CH2:17][CH2:16][CH2:15]2)=[CH:3][C:4]=1[F:13])#[N:12]. Reported procedure: A mixture of 4-(4-Amino-2-fluorophenyl)butanenitrile (71) (30 mg, 0.17 mmol), cyclobutanone (24 mg, 0.34 mmol) and trimethylsilyl cyanide (TMSCN, 33 mg, 0.34 mmol) was heated to 80° C. and stirred for 15 h. To the medium was added ethyl acetate (2×20 mL) and then washed with water (2×20 mL). The organic layer was dried over MgSO4 and concentrated and the residue was purified with silica gel column chromatography (dichloromethane:acetone, 9:1) to give 1-(4-(3-Cyanopropyl)-3-fluorobenzyl)cyclobuta...